This data is from the Open Reaction Database (ORD), a public repository of structured organic reaction records. The task is: describe an organic reaction: reactants, conditions, products, and yield Reactants: C1=CN(C=N1)C(=O)N2C=CN=C2 (CDI), CC(=O)NN (acetohydrazine), COCOC1=CC=CC2=C1C=C(S2)C(=O)O (4-(Methoxymethyloxy)benzothiophene-2-carboxylic acid). The solvent is O1CCCC1 (tetrahydrofuran). Reaction conditions: time 3 hour. The product is COCOC1=CC=CC=2SC(=CC21)C(=O)NNC(C)=O (N′-(4-(methoxymethyloxy)benzo(b)thiophen-2-ylcarbonyl)acetohydrazide). Isolated yield 45.1%. RXN SMILES: [CH3:1][O:2][CH2:3][O:4][C:5]1[C:10]2[CH:11]=[C:12]([C:14]([OH:16])=O)[S:13][C:9]=2[CH:8]=[CH:7][CH:6]=1.C1N=CN(C(N2C=NC=C2)=O)C=1.[CH3:29][C:30]([NH:32][NH2:33])=[O:31]>O1CCCC1>[CH3:1][O:2][CH2:3][O:4][C:5]1[C:10]2[CH:11]=[C:12]([C:14]([NH:33][NH:32][C:30](=[O:31])[CH3:29])=[O:16])[S:13][C:9]=2[CH:8]=[CH:7][CH:6]=1. Procedure details: 4-(Methoxymethyloxy)benzothiophene-2-carboxylic acid (7 g) was dissolved in tetrahydrofuran (100 ml) and CDI (7.3 g) and acetohydrazine (2.4 g) was added. The mixture was stirred at room temperature for 3 hr. The precipitated crystals were collected by filtration to give the title compound (3.9 g). RXN SMILES: [P:1]([Cl:5])(Cl)([Cl:3])=[O:2].[Br:6][C:7]1[CH:12]=[CH:11][C:10]([OH:13])=[CH:9][CH:8]=1>>[P:1]([Cl:5])([Cl:3])(=[O:2])[O:13][C:10]1[CH:11]=[CH:12][C:7]([Br:6])=[CH:8][CH:9]=1. Starting materials: AZT 5′-(para-bromophenyl methoxyalaninyl phosphate), P(=O)(Cl)(Cl)Cl (Phosphorous oxychloride), BrC1=CC=C(C=C1)O (para-bromophenol). Yields the product P(OC1=CC=C(C=C1)Br)(=O)(Cl)Cl (para-bromophenyl phosphorodichloridate). Procedure details: One embodiment of the invention provides a method of preparing AZT-5′-(para-bromophenyl methoxyalaninyl phosphate) in a single reaction vessel without purification of the intermnediates formed. Phosphorous oxychloride is reacted with a para-bromophenol moiety to form para-bromophenyl phosphorodichloridate. Without purification, the para-bromophenyl phosphorodichloridate is contacted with alanine methyl ester to produce para-bromophenyl methoxyalaninyl phosphorochloridate. Without purification, t... Reactants: COC(=O)C1(C(C1)CCOS(=O)(=O)C)NC(=O)OC(C)(C)C (1-tert-butoxycarbonylamino-2-(2-methanesulfonyloxyethyl)cyclopropanecarboxylic acid methyl ester), C[S-].[Na+] (sodium thiomethoxide). Run in CO (MeOH), CO (MeOH). Reaction conditions: time 4.75 hour. The product is COC(=O)C1(C(C1)CCSC)NC(=O)OC(C)(C)C (1-tert-butoxycarbonylamino-2-(2-methylsulfanylethyl)cyclopropanecarboxylic acid methyl ester). Isolated yield 79.0%. RXN SMILES: [CH3:1][O:2][C:3]([C:5]1([NH:15][C:16]([O:18][C:19]([CH3:22])([CH3:21])[CH3:20])=[O:17])[CH2:7][CH:6]1[CH2:8][CH2:9]OS(C)(=O)=O)=[O:4].[CH3:23][S-:24].[Na+]>CO>[CH3:1][O:2][C:3]([C:5]1([NH:15][C:16]([O:18][C:19]([CH3:20])([CH3:21])[CH3:22])=[O:17])[CH2:7][CH:6]1[CH2:8][CH2:9][S:24][CH3:23])=[O:4] |f:1.2|. Procedure details: A solution of 1-tert-butoxycarbonylamino-2-(2-methanesulfonyloxyethyl)cyclopropanecarboxylic acid methyl ester (0.52 g, 1.53 mmol) in 5 mL MeOH was added dropwise to a rt solution of sodium thiomethoxide in 3 mL MeOH. After 4.75 h, the solvent was removed in vacuo and the residue was taken up in EtOAc and H2O (15 mL each). The aqueous layer was extracted with 3×10 mL EtOAc. The combined organics were washed with brine and dried over anhydrous MgSO4. Following concentration in vacuo, 1-tert-butox... The reactants are CC(=O)NC1(c2ccccc2)CCN(Cc2ccccc2)CC1, CO, [OH-], [OH-], [Pd+2]. Yields the product CC(=O)NC1(c2ccccc2)CCNCC1. As a reaction SMILES: [CH2:1]([c:2]1[cH:3][cH:4][cH:5][cH:6][cH:7]1)[N:8]1[CH2:9][CH2:10][C:11]([c:14]2[cH:15][cH:16][cH:17][cH:18][cH:19]2)([NH:20][C:21]([CH3:22])=[O:23])[CH2:12][CH2:13]1.[CH3:24][OH:25].[OH-:26].[OH-:28].[Pd+2:27]>>[NH:8]1[CH2:9][CH2:10][C:11]([c:14]2[cH:15][cH:16][cH:17][cH:18][cH:19]2)([NH:20][C:21]([CH3:22])=[O:23])[CH2:12][CH2:13]1. The reactants are FC(C1=C(CN2N=CC3=CC(=CC=C23)C=C2C(N=C(S2)SC)=O)C=CC(=C1)C(F)(F)F)(F)F (5-[1-(2,4-bis-trifluoromethyl-benzyl)-1H-indazol-5-ylmethylene]-2-methylsulfanyl-thiazol-4-one), N1CC(C1)C(=O)O (azetidine-3-carboxylic acid). Yields the product FC(C1=C(CN2N=CC3=CC(=CC=C23)C=C2C(N=C(S2)N2CC(C2)C(=O)O)=O)C=CC(=C1)C(F)(F)F)(F)F (1-{5-[1-(2,4-Bis-trifluoromethyl-benzyl)-1H-indazol-5-ylmethylene]-4-oxo-4,5-dihydro-thiazol-2-yl}-azetidine-3-carboxylic acid). As a reaction SMILES: [F:1][C:2]([F:33])([F:32])[C:3]1[CH:27]=[C:26]([C:28]([F:31])([F:30])[F:29])[CH:25]=[CH:24][C:4]=1[CH2:5][N:6]1[C:14]2[C:9](=[CH:10][C:11]([CH:15]=[C:16]3[S:20][C:19](SC)=[N:18][C:17]3=[O:23])=[CH:12][CH:13]=2)[CH:8]=[N:7]1.[NH:34]1[CH2:37][CH:36]([C:38]([OH:40])=[O:39])[CH2:35]1>>[F:33][C:2]([F:32])([F:1])[C:3]1[CH:27]=[C:26]([C:28]([F:31])([F:29])[F:30])[CH:25]=[CH:24][C:4]=1[CH2:5][N:6]1[C:14]2[C:9](=[CH:10][C:11]([CH:15]=[C:16]3[S:20][C:19]([N:34]4[CH2:37][CH:36]([C:38]([OH:40])=[O:39])[CH2:35]4)=[N:18][C:17]3=[O:23])=[CH:12][CH:13]=2)[CH:8]=[N:7]1. Procedure details: 1-{5-[1-(2,4-Bis-trifluoromethyl-benzyl)-1H-indazol-5-ylmethylene]-4-oxo-4,5-dihydro-thiazol-2-yl}-azetidine-3-carboxylic acid was prepared from 5-[1-(2,4-bis-trifluoromethyl-benzyl)-1H-indazol-5-ylmethylene]-2-methylsulfanyl-thiazol-4-one and azetidine-3-carboxylic acid following General Procedure C. Starting materials: CCCCO, CCNc1ccccc1, O, c1ccc(OP(Oc2ccccc2)Oc2ccccc2)cc1. The product is CCCCN(CC)c1ccccc1. Reaction SMILES: [CH2:10]([CH2:11][CH2:12][CH3:13])[OH:14].[CH2:1]([CH3:2])[NH:3][c:4]1[cH:5][cH:6][cH:7][cH:8][cH:9]1.[OH2:37].[P:15]([O:16][c:17]1[cH:18][cH:19][cH:20][cH:21][cH:22]1)([O:23][c:24]1[cH:25][cH:26][cH:27][cH:28][cH:29]1)[O:30][c:31]1[cH:32][cH:33][cH:34][cH:35][cH:36]1>>[CH2:1]([CH3:2])[N:3]([c:4]1[cH:5][cH:6][cH:7][cH:8][cH:9]1)[CH2:10][CH2:11][CH2:12][CH3:13].